From a dataset of the Open Reaction Database (ORD), a public repository of structured organic reaction records. describe an organic reaction: reactants, conditions, products, and yield Reactants: BrC=1C=C(C=CC1)C1OC2=CC=CC(=C2C2=C1C=C(C=C2)NS(=O)(=O)C)OC(F)F (N-[6-(3-bromophenyl)-1-(difluoromethoxy)-6H-benzo[c]chromen-8-yl]methanesulfonamide), ClCCl (dichloromethane), C[O-].[Na+] (sodium methoxide), C(C=C)OC (allylmethylether), B1C2CCCC1CCC2 (9-BBN). Reagents/catalysts: C1=CC=C(C=C1)P([C-]2C=CC=C2)C3=CC=CC=C3.C1=CC=C(C=C1)P([C-]2C=CC=C2)C3=CC=CC=C3.Cl[Pd]Cl.[Fe+2] ([1,1′-Bis(diphenylphosphino)-ferrocene]dichloropalladium(II)). Solvent: O (water), C1CCOC1 (THF). Reaction conditions: temperature 23 celsius, time 15 hour. The product is FC(OC1=C2C3=C(C(OC2=CC=C1)C1=CC(=CC=C1)CCCOC)C=C(C=C3)NS(=O)(=O)C)F (N-{1-(difluoromethoxy)-6-[3-(3-methoxypropyl)phenyl]-6H-benzo[c]chromen-8-yl}methanesulfonamide). As a reaction SMILES: [CH2:1]([O:4][CH3:5])[CH:2]=[CH2:3].B1C2CCCC1CCC2.Br[C:16]1[CH:17]=[C:18]([CH:22]2[C:31]3[CH:32]=[C:33]([NH:36][S:37]([CH3:40])(=[O:39])=[O:38])[CH:34]=[CH:35][C:30]=3[C:29]3[C:24](=[CH:25][CH:26]=[CH:27][C:28]=3[O:41][CH:42]([F:44])[F:43])[O:23]2)[CH:19]=[CH:20][CH:21]=1.ClCCl.C[O-].[Na+]>C1COCC1.C1C=CC(P(C2C=CC=CC=2)[C-]2C=CC=C2)=CC=1.C1C=CC(P(C2C=CC=CC=2)[C-]2C=CC=C2)=CC=1.Cl[Pd]Cl.[Fe+2].O>[F:44][CH:42]([F:43])[O:41][C:28]1[CH:27]=[CH:26][CH:25]=[C:24]2[C:29]=1[C:30]1[CH:35]=[CH:34][C:33]([NH:36][S:37]([CH3:40])(=[O:39])=[O:38])=[CH:32][C:31]=1[CH:22]([C:18]1[CH:19]=[CH:20][CH:21]=[C:16]([CH2:3][CH2:2][CH2:1][O:4][CH3:5])[CH:17]=1)[O:23]2 |f:4.5,7.8.9.10|. Procedure: A solution of allylmethylether (0.015 g, 0.2 mmol) and 9-BBN (0.4 mL of 0.5M solution in THF, 0.2 mmol) was shaken for 3 hours at 65° C, cooled down to 23° C., treated with solution of Example 103 (0.05 g, 0.10 mmol), [1,1′-Bis(diphenylphosphino)-ferrocene]dichloropalladium(II), complex with dichloromethane (0.004 g, 0.005 mmol), and sodium methoxide (0.016 g, 0.3 mmol) in THF (1 mL), shaken at 65° C. for 15 hours, cooled down to 23° C., treated with water (50 mL), and extracted with ethyl aceta...